Task: describe an organic reaction: reactants, conditions, products, and yield. Dataset: the Open Reaction Database (ORD), a public repository of structured organic reaction records Reactants: O (water), C(#N)C=1C=C(C=CC1)NC(C1=CC=C(C=C1)OC)=O (N-(3-Cyano-phenyl)-4-methoxy-benzamide), CI (methyl iodide), [H-].[Na+] (sodium hydride). The solvent is C1CCOC1 (THF). Run at time 1 hour. The product is C(#N)C=1C=C(C=CC1)N(C(C1=CC=C(C=C1)OC)=O)C (N-(3-Cyano-phenyl)-4-methoxy-N-methyl-benzamide). RXN SMILES: [C:1]([C:3]1[CH:4]=[C:5]([NH:9][C:10](=[O:19])[C:11]2[CH:16]=[CH:15][C:14]([O:17][CH3:18])=[CH:13][CH:12]=2)[CH:6]=[CH:7][CH:8]=1)#[N:2].[H-].[Na+].[CH3:22]I.O>C1COCC1>[C:1]([C:3]1[CH:4]=[C:5]([N:9]([CH3:22])[C:10](=[O:19])[C:11]2[CH:12]=[CH:13][C:14]([O:17][CH3:18])=[CH:15][CH:16]=2)[CH:6]=[CH:7][CH:8]=1)#[N:2] |f:1.2|. Reported procedure: 500 mg (1.9 mmol) N-(3-Cyano-phenyl)-4-methoxy-benzamide were dissolved in 25 ml THF and 150 mg sodium hydride (60% in oil, 3.7 mmol) were added. The reaction was stirred for 1 h at room temperature, 172 μl (2.8 mmol) methyl iodide were added and the mixture was stirred for 2 h at 60° C. To the reaction mixture water was added and subsequently extracted with ethyl acetate, dried over Na2SO4 and evaporated to dryness. The product is C#CCn1c(=O)c(NC(=O)C#Cc2ccc(OC)c(OC)c2)c(N)n(CC)c1=O. The reactants are ClCCCl, COc1ccc(C#CC(=O)O)cc1OC, CO, C#CCn1c(=O)c(N)c(N)n(CC)c1=O. RXN SMILES: [CH2:31]([Cl:32])[CH2:33][Cl:34].[CH3:16][O:17][c:18]1[cH:19][c:20]([C:26]#[C:27][C:28](=[O:29])[OH:30])[cH:21][cH:22][c:23]1[O:24][CH3:25].[CH3:35][OH:36].[NH2:1][c:2]1[c:3](=[O:15])[n:4]([CH2:12][C:13]#[CH:14])[c:5](=[O:11])[n:6]([CH2:9][CH3:10])[c:7]1[NH2:8]>>[NH:1]([c:2]1[c:3](=[O:15])[n:4]([CH2:12][C:13]#[CH:14])[c:5](=[O:11])[n:6]([CH2:9][CH3:10])[c:7]1[NH2:8])[C:28]([C:27]#[C:26][c:20]1[cH:19][c:18]([O:17][CH3:16])[c:23]([O:24][CH3:25])[cH:22][cH:21]1)=[O:29]. Reactants: Cl (hydrochloric acid), [OH-].[Na+] (NaOH), O=C1N(C=2C(=NC=CC2)N1)C1CCN(CC1)C1=CC(=NC=N1)C(=O)OCC (ethyl 6-[4-(2-oxo-2,3-dihydro-imidazo[4,5-b]pyridin-1-yl)-piperidin-1-yl]-pyrimidine-4-carboxylate), O (water). The product is O=C1N(C=2C(=NC=CC2)N1)C1CCN(CC1)C1=CC(=NC=N1)C(=O)O (6-[4-(2-oxo-2,3-dihydroimidazo[4,5-b]pyridin-1-yl)-piperidin-1-yl]-pyrimidine-4-carboxylic acid). Run in C1CCOC1 (THF), C1CCOC1 (THF). Procedure details: 9.0 mL (36.0 mmol) of a 4M NaOH solution were added to 5.50 g (14.9 mmol) ethyl 6-[4-(2-oxo-2,3-dihydro-imidazo[4,5-b]pyridin-1-yl)-piperidin-1-yl]-pyrimidine-4-carboxylate, 25 mL water in 150 mL THF. After 3 h stirring at RT the THF was eliminated i. vac. The aqueous residue was combined with 9 mL of a 4M hydrochloric acid solution. After 3 h stirring at RT the precipitate was suction filtered and dried in the CAD at 60 C. As a reaction SMILES: [OH-].[Na+].[O:3]=[C:4]1[NH:12][C:7]2=[N:8][CH:9]=[CH:10][CH:11]=[C:6]2[N:5]1[CH:13]1[CH2:18][CH2:17][N:16]([C:19]2[N:24]=[CH:23][N:22]=[C:21]([C:25]([O:27]CC)=[O:26])[CH:20]=2)[CH2:15][CH2:14]1.O.Cl>C1COCC1>[O:3]=[C:4]1[NH:12][C:7]2=[N:8][CH:9]=[CH:10][CH:11]=[C:6]2[N:5]1[CH:13]1[CH2:14][CH2:15][N:16]([C:19]2[N:24]=[CH:23][N:22]=[C:21]([C:25]([OH:27])=[O:26])[CH:20]=2)[CH2:17][CH2:18]1 |f:0.1|. Run at time 3 hour. The reactants are BrCC=Cc1ccccc1, CN(C)C=O, CC(C)(C)OC(=O)N1CCC(c2ccc(F)cc2)C(O)C1, [H-], [I-], [K+], [Na+]. Yields the product CC(C)(C)OC(=O)N1CCC(c2ccc(F)cc2)C(OCC=Cc2ccccc2)C1. Reaction SMILES: [Br:22][CH2:23][CH:24]=[CH:25][c:26]1[cH:27][cH:28][cH:29][cH:30][cH:31]1.[CH3:36][N:37]([CH3:38])[CH:39]=[O:40].[F:1][c:2]1[cH:3][cH:4][c:5]([CH:8]2[CH:9]([OH:21])[CH2:10][N:11]([C:14](=[O:15])[O:16][C:17]([CH3:18])([CH3:19])[CH3:20])[CH2:12][CH2:13]2)[cH:6][cH:7]1.[H-:32].[I-:35].[K+:34].[Na+:33]>>[F:1][c:2]1[cH:3][cH:4][c:5]([CH:8]2[CH:9]([O:21][CH2:23][CH:24]=[CH:25][c:26]3[cH:27][cH:28][cH:29][cH:30][cH:31]3)[CH2:10][N:11]([C:14](=[O:15])[O:16][C:17]([CH3:18])([CH3:19])[CH3:20])[CH2:12][CH2:13]2)[cH:6][cH:7]1. The product is CON=C(C(=O)On1nnc2ccccc21)c1csc(NC(c2ccccc2)(c2ccccc2)c2ccccc2)n1. RXN SMILES: [C:1]([c:2]1[cH:3][cH:4][cH:5][cH:6][cH:7]1)([c:8]1[cH:9][cH:10][cH:11][cH:12][cH:13]1)([c:14]1[cH:15][cH:16][cH:17][cH:18][cH:19]1)[NH:20][c:21]1[s:22][cH:23][c:24]([C:26]([C:27](=[O:28])[OH:29])=[N:30][O:31][CH3:32])[n:25]1.[CH:43]1([N:44]=[C:45]=[N:46][CH:47]2[CH2:48][CH2:49][CH2:50][CH2:51][CH2:52]2)[CH2:53][CH2:54][CH2:55][CH2:56][CH2:57]1.[O:58]1[CH2:59][CH2:60][CH2:61][CH2:62]1.[OH:33][n:34]1[n:35][n:36][c:37]2[c:38]1[cH:39][cH:40][cH:41][cH:42]2>>[C:1]([c:2]1[cH:3][cH:4][cH:5][cH:6][cH:7]1)([c:8]1[cH:9][cH:10][cH:11][cH:12][cH:13]1)([c:14]1[cH:15][cH:16][cH:17][cH:18][cH:19]1)[NH:20][c:21]1[s:22][cH:23][c:24]([C:26]([C:27](=[O:28])[O:29][n:34]2[n:35][n:36][c:37]3[c:38]2[cH:39][cH:40][cH:41][cH:42]3)=[N:30][O:31][CH3:32])[n:25]1. The reactants are CON=C(C(=O)O)c1csc(NC(c2ccccc2)(c2ccccc2)c2ccccc2)n1, C(=NC1CCCCC1)=NC1CCCCC1, C1CCOC1, On1nnc2ccccc21.